From a dataset of the Open Reaction Database (ORD), a public repository of structured organic reaction records. describe an organic reaction: reactants, conditions, products, and yield Reactants: NC1=NC(=NC=C1C(=O)C1=C(C(=CC=C1OC)F)F)NC1CCN(CC1)S(=O)(=O)CCCCl ([4-Amino-2-[1-(3-chloro-propane-1-sulfonyl)-piperidin-4-ylamino]-pyrimidin-5-yl]-(2,3-difluoro-6-methoxy-phenyl)-methanone), C(C)(=O)[O-].[Na+] (sodium acetate). The product is NC1=NC(=NC=C1C(C1=C(C(=CC=C1OC)F)F)=O)NC1CCN(CC1)S(=O)(=O)CCCOC(C)=O (acetic acid 3-[4-[4-amino-5-(2,3-difluoro-6-methoxy-benzoyl)-pyrimidin-2-ylamino]-piperidine-1-sulfonyl]-propyl ester). RXN SMILES: [NH2:1][C:2]1[C:7]([C:8]([C:10]2[C:15]([O:16][CH3:17])=[CH:14][CH:13]=[C:12]([F:18])[C:11]=2[F:19])=[O:9])=[CH:6][N:5]=[C:4]([NH:20][CH:21]2[CH2:26][CH2:25][N:24]([S:27]([CH2:30][CH2:31][CH2:32]Cl)(=[O:29])=[O:28])[CH2:23][CH2:22]2)[N:3]=1.[C:34]([O-:37])(=[O:36])[CH3:35].[Na+]>>[NH2:1][C:2]1[C:7]([C:8](=[O:9])[C:10]2[C:15]([O:16][CH3:17])=[CH:14][CH:13]=[C:12]([F:18])[C:11]=2[F:19])=[CH:6][N:5]=[C:4]([NH:20][CH:21]2[CH2:26][CH2:25][N:24]([S:27]([CH2:30][CH2:31][CH2:32][O:37][C:34](=[O:36])[CH3:35])(=[O:29])=[O:28])[CH2:23][CH2:22]2)[N:3]=1 |f:1.2|. Reported procedure: [4-Amino-2-[1-(3-chloro-propane-1-sulfonyl)-piperidin-4-ylamino]-pyrimidin-5-yl]-(2,3-difluoro-6-methoxy-phenyl)-methanone (Example 226) was reacted with sodium acetate in an analogous manner as described in Example 227 to give acetic acid 3-[4-[4-amino-5-(2,3-difluoro-6-methoxy-benzoyl)-pyrimidin-2-ylamino]-piperidine-1-sulfonyl]-propyl ester. The crude acetic acid 3-[4-[4-amino-5-(2,3-difluoro-6-methoxy-benzoyl)-pyrimidin-2-ylamino]-piperidine-1-sulfonyl]-propyl ester was hydrolyzed with 5% po... Reactants: CC=1C=C2C=CC(=CC2=CC1C)C(=O)CCC(=O)O (3-(6,7-dimethyl-2-naphthoyl)propanoic acid). Reagents/catalysts: [Pd] (Pd/C), [Pd] (Pd/C). Solvent: C1CCOC1 (THF). Run at time 15 hour. The product is CC=1C=C2C=CC(=CC2=CC1C)CCCC(=O)O (4-(6,7-Dimethyl-2-naphthyl)butanoic acid), 6. Yield: 100.0%. RXN SMILES: [CH3:1][C:2]1[CH:3]=[C:4]2[C:9](=[CH:10][C:11]=1[CH3:12])[CH:8]=[C:7]([C:13]([CH2:15][CH2:16][C:17]([OH:19])=[O:18])=O)[CH:6]=[CH:5]2>[Pd].C1COCC1>[CH3:1][C:2]1[CH:3]=[C:4]2[C:9](=[CH:10][C:11]=1[CH3:12])[CH:8]=[C:7]([CH2:13][CH2:15][CH2:16][C:17]([OH:19])=[O:18])[CH:6]=[CH:5]2. Procedure details: The β-isomer, 3-(6,7-dimethyl-2-naphthoyl)propanoic acid (6.58 g, 0.026 mole) was dissolved into 200 ml of THF in a hydrogenation pressure bottle. To the solution was carefully added 30% Pd/C (700 mg). The whole mixture was shaken for 15 hrs under H2 (40 psi) at room temperature. After releasing pressure, Pd/C was removed by passing the THF solution through the celite pad. The solution was concentrated to afford 4-(6,7-Dimethyl-2-naphthyl)butanoic acid as a gray solid material (6 21 g, 0.026 mol... Starting materials: Br, CCCc1nc2cnc3cc(OCc4ccccc4)ccc3c2s1, CC(=O)O, [Na+], [OH-]. Yields the product CCCc1nc2cnc3cc(O)ccc3c2s1. RXN SMILES: [BrH:25].[CH2:1]([c:2]1[cH:3][cH:4][cH:5][cH:6][cH:7]1)[O:8][c:9]1[cH:10][cH:11][c:12]2[c:13]3[c:14]([cH:15][n:16][c:17]2[cH:18]1)[n:19][c:20]([CH2:22][CH2:23][CH3:24])[s:21]3.[CH3:28][C:29](=[O:30])[OH:31].[Na+:27].[OH-:26]>>[OH:8][c:9]1[cH:10][cH:11][c:12]2[c:13]3[c:14]([cH:15][n:16][c:17]2[cH:18]1)[n:19][c:20]([CH2:22][CH2:23][CH3:24])[s:21]3. The reactants are C1CCCCC1 (cyclohexane), CC(=O)C1=CCC(=S)C(=C1)OC (1-(4-thio-3-methoxyphenyl)ethanone), C([O-])([O-])=O.[K+].[K+] (potassium carbonate), BrCCCCl (1-bromo-3-chloropropane). Solvent: CC(=O)C (acetone), CC(=O)C (acetone). Yields the product ClCCCSC1=C(C=C(C=C1)C(C)=O)OC (1-[4-[(3-chloropropyl)thio]-3-methoxyphenyl]ethanone). RXN SMILES: [CH3:1][C:2]([C:4]1[CH:10]=[C:9]([O:11][CH3:12])[C:7](=[S:8])[CH2:6][CH:5]=1)=[O:3].C(=O)([O-])[O-].[K+].[K+].Br[CH2:20][CH2:21][CH2:22][Cl:23].C1CCCCC1>CC(C)=O>[Cl:23][CH2:22][CH2:21][CH2:20][S:8][C:7]1[CH:6]=[CH:5][C:4]([C:2](=[O:3])[CH3:1])=[CH:10][C:9]=1[O:11][CH3:12] |f:1.2.3|. Procedure details: A mixture of 1-(4-thio-3-methoxyphenyl)ethanone (10.0 g, 54.9 mmol), potassium carbonate (9.0 g, 65.1 mmol), and acetone (100 ml) was stirred at reflux under nitrogen for 30 minutes. The reaction was cooled to ambient temperature and a solution of 1-bromo-3-chloropropane (6.5 ml, 9.5 g, 60.4 mmol) dissolved in acetone (25 ml) was dripped into the reaction. After complete addition, the reaction was heated to reflux and stirred under nitrogen for 17 hours. After the reaction was carried to substan...